Dataset: the Open Reaction Database (ORD), a public repository of structured organic reaction records. Task: describe an organic reaction: reactants, conditions, products, and yield Reactants: C(C)(C)(C)OC(=O)NC[C@@H]1CC[C@H](CC1)CO (trans-4-[N-(tert-butoxycarbonyl)aminomethyl]cyclohexane-1-methanol), C1(=CC=CC=C1)P(C1=CC=CC=C1)C1=CC=CC=C1 (triphenylphosphine), C(Br)(Br)(Br)Br (carbon tetrabromide). Run in C(Cl)Cl (methylene chloride). Reaction conditions: time 20 hour. Product: BrC[C@@H]1CC[C@H](CC1)CNC(=O)OC(C)(C)C (N-(trans-4-bromomethyl-1-cyclohexylmethyl)-N-(tert-butoxycarbonyl)amine). Reaction SMILES: [C:1]([O:5][C:6]([NH:8][CH2:9][C@H:10]1[CH2:15][CH2:14][C@H:13]([CH2:16]O)[CH2:12][CH2:11]1)=[O:7])([CH3:4])([CH3:3])[CH3:2].C1(P(C2C=CC=CC=2)C2C=CC=CC=2)C=CC=CC=1.C(Br)(Br)(Br)[Br:38]>C(Cl)Cl>[Br:38][CH2:16][C@H:13]1[CH2:14][CH2:15][C@H:10]([CH2:9][NH:8][C:6]([O:5][C:1]([CH3:4])([CH3:3])[CH3:2])=[O:7])[CH2:11][CH2:12]1. Reported procedure: To a solution of 5.00 g (20.55 mM) of trans-4-[N-(tert-butoxycarbonyl)aminomethyl]cyclohexane-1-methanol and 6.42 g (24.48 mM) of triphenylphosphine in methylene chloride (30 ml) was added 13.63 g (41.1 mM) of carbon tetrabromide at 0° C. and the mixture was stirred at room temperature for 20 hours. This reaction mixture was purified by column chromatography (ethyl acetate-hexane: 10%) to provide the title compound as white solid.